From a dataset of the Open Reaction Database (ORD), a public repository of structured organic reaction records. describe an organic reaction: reactants, conditions, products, and yield Starting materials: ClC=1SC(=CC1)Cl (2,5-dichlorothiophene), ClC(Cl)OC (dichloromethylmethylether). Reagents/catalysts: [Ti](Cl)(Cl)(Cl)Cl (titanium tetrachloride). The solvent is ClCCl (dichloromethane), ClCCl (dichloromethane). Conditions: time 50 minute. Product: ClC=1SC(=CC1C=O)Cl (2,5-dichloro-3-formylthiophene). Isolated yield 97.2%. As a reaction SMILES: [Cl:1][C:2]1[S:3][C:4]([Cl:7])=[CH:5][CH:6]=1.Cl[CH:9]([O:11]C)Cl>ClCCl.[Ti](Cl)(Cl)(Cl)Cl>[Cl:1][C:2]1[S:3][C:4]([Cl:7])=[CH:5][C:6]=1[CH:9]=[O:11]. Procedure: To a solution of 2,5-dichlorothiophene (100.0 g) and dichloromethylmethylether (165.3 g) in dichloromethane (800 ml) was added dropwise a solution of titanium tetrachloride (272.7 g) in dichloromethane (160 ml) at −10 to −15° C. taking 50 minutes, and at the same temperature, the mixture was stirred for 30 minutes. The reaction solution was poured into ice, and the organic layer was washed with water, sodium hydrogen carbonate solution, water and saturated brine, and dried with magnesium sulfate... The reactants are C(C)C=1N(C(=C(N1)C(C)(C)O)C(=O)OCC)CC1=CC=C(C=C1)C1=C(C=CC=C1)C1=NN=NN1C(C1=CC=CC=C1)(C1=CC=CC=C1)C1=CC=CC=C1 (ethyl 2-ethyl-4-(1-hydroxy-1-methylethyl)-1-{4-[2-(trityltetrazole-5-yl)phenyl]phenyl}methylimidazole-5-carboxylate), O.[OH-].[Li+] (lithium hydroxide monohydrate), ClCC=1OC(OC1C)=O (4-chloromethyl-5-methyl-2-oxo-1,3-dioxolene). Yields the product C(C)C=1N(C(=C(N1)C(C)(C)O)C(=O)OCC=1OC(OC1C)=O)CC1=CC=C(C=C1)C1=C(C=CC=C1)C1=NN=NN1C(C1=CC=CC=C1)(C1=CC=CC=C1)C1=CC=CC=C1 ((5-Methyl-2-oxo-1,3-dioxolen-4-yl)methyl 2-ethyl-4-(1-hydroxy-1-methylethyl)-1-{4-[2-(trityltetrazole-5-yl)phenyl]phenyl}methylimidazole-5-carboxylate). Yield: 48.8%. Reaction SMILES: [CH2:1]([C:3]1[N:4]([CH2:17][C:18]2[CH:23]=[CH:22][C:21]([C:24]3[CH:29]=[CH:28][CH:27]=[CH:26][C:25]=3[C:30]3[N:34]([C:35]([C:48]4[CH:53]=[CH:52][CH:51]=[CH:50][CH:49]=4)([C:42]4[CH:47]=[CH:46][CH:45]=[CH:44][CH:43]=4)[C:36]4[CH:41]=[CH:40][CH:39]=[CH:38][CH:37]=4)[N:33]=[N:32][N:31]=3)=[CH:20][CH:19]=2)[C:5]([C:12]([O:14][CH2:15][CH3:16])=[O:13])=[C:6]([C:8]([OH:11])([CH3:10])[CH3:9])[N:7]=1)[CH3:2].O.[OH-].[Li+].Cl[CH2:58][C:59]1[O:60][C:61](=[O:65])[O:62]C=1C>>[CH2:1]([C:3]1[N:4]([CH2:17][C:18]2[CH:23]=[CH:22][C:21]([C:24]3[CH:29]=[CH:28][CH:27]=[CH:26][C:25]=3[C:30]3[N:34]([C:35]([C:42]4[CH:47]=[CH:46][CH:45]=[CH:44][CH:43]=4)([C:48]4[CH:49]=[CH:50][CH:51]=[CH:52][CH:53]=4)[C:36]4[CH:37]=[CH:38][CH:39]=[CH:40][CH:41]=4)[N:33]=[N:32][N:31]=3)=[CH:20][CH:19]=2)[C:5]([C:12]([O:14][CH2:15][C:16]2[O:65][C:61](=[O:62])[O:60][C:59]=2[CH3:58])=[O:13])=[C:6]([C:8]([OH:11])([CH3:9])[CH3:10])[N:7]=1)[CH3:2] |f:1.2.3|. Reported procedure: Following a procedure similar to that described in Example 78(a), but using 2.25 g of ethyl 2-ethyl-4-(1-hydroxy-1-methylethyl)-1-{4-[2-(trityltetrazole-5-yl)phenyl]phenyl}methylimidazole-5-carboxylate [prepared as described in Example 68(a)] and using 203 mg of lithium hydroxide monohydrate for hydrolysis and 0.95 g of 4-chloromethyl-5-methyl-2-oxo-1,3-dioxolene (74% purity) for esterification, 1.23 g of the title compound was obtained as crystals, melting at 145° C. Reactants: COC(=O)CN1CCN(C(=O)OC(C)(C)C)C(Cc2ccc(OCc3ccccc3)cc2)C1=O, CO, [Li+], [OH-]. Product: CC(C)(C)OC(=O)N1CCN(CC(=O)O)C(=O)C1Cc1ccc(OCc2ccccc2)cc1. RXN SMILES: [C:1]([CH3:2])([CH3:3])([CH3:4])[O:5][C:6](=[O:7])[N:8]1[CH:9]([CH2:20][c:21]2[cH:22][cH:23][c:24]([O:27][CH2:28][c:29]3[cH:30][cH:31][cH:32][cH:33][cH:34]3)[cH:25][cH:26]2)[C:10](=[O:19])[N:11]([CH2:14][C:15](=[O:16])[O:17][CH3:18])[CH2:12][CH2:13]1.[CH3:37][OH:38].[Li+:36].[OH-:35]>>[C:1]([CH3:2])([CH3:3])([CH3:4])[O:5][C:6](=[O:7])[N:8]1[CH:9]([CH2:20][c:21]2[cH:22][cH:23][c:24]([O:27][CH2:28][c:29]3[cH:30][cH:31][cH:32][cH:33][cH:34]3)[cH:25][cH:26]2)[C:10](=[O:19])[N:11]([CH2:14][C:15](=[O:16])[OH:17])[CH2:12][CH2:13]1. The reactants are [N+](=O)([O-])C1=C(C=C(C=C1)C=1SC=CC1)NC(OCC1CN(C1)C(C)=O)=O ((1-acetylazetidin-3-yl)methyl (2-nitro-5-(thiophen-2-yl)phenyl)carbamate), C(=O)[O-].[NH4+] (ammonium formate). The reagents and catalysts are [Zn] (Zinc). Procedure: To a solution of (1-acetylazetidin-3-yl)methyl (2-nitro-5-(thiophen-2-yl)phenyl)carbamate (0.15 g, 0.40 mmol, 1 eq.) in MeOH/THF (5 mL/5 mL) was added Zinc powder (0.13 g, 2.00 mmol, 5 eq.) and ammonium formate (0.20 g, 3.20 mmol, 8 eq.). The reaction was stirred at room temperature for 3 h. The reaction was filtered through Celite and the solids washed with MeOH. The filtrate was concentrated under reduced pressure then diluted with water. The obtained solid was filtered and dried. The crude pr... Solvent: CO.C1CCOC1 (MeOH THF). Yields the product NC1=C(C=C(C=C1)C=1SC=CC1)NC(OCC1CN(C1)C(C)=O)=O ((1-acetylazetidin-3-yl)methyl (2-amino-5-(thiophen-2-yl)phenyl)carbamate). As a reaction SMILES: [N+:1]([C:4]1[CH:9]=[CH:8][C:7]([C:10]2[S:11][CH:12]=[CH:13][CH:14]=2)=[CH:6][C:5]=1[NH:15][C:16](=[O:26])[O:17][CH2:18][CH:19]1[CH2:22][N:21]([C:23](=[O:25])[CH3:24])[CH2:20]1)([O-])=O.C([O-])=O.[NH4+]>CO.C1COCC1.[Zn]>[NH2:1][C:4]1[CH:9]=[CH:8][C:7]([C:10]2[S:11][CH:12]=[CH:13][CH:14]=2)=[CH:6][C:5]=1[NH:15][C:16](=[O:26])[O:17][CH2:18][CH:19]1[CH2:22][N:21]([C:23](=[O:25])[CH3:24])[CH2:20]1 |f:1.2,3.4|. The yield is 21.7%. Conditions: time 3 hour. Starting materials: C(C1=CC=CC=C1)(=O)OOC(C1=CC=CC=C1)=O (Bisbenzoyl peroxide), CC1=CC=C(C=C1)C1=CC=NO1 (5-(4-methyl-phenyl)-isoxazole), BrN1C(CCC1=O)=O (N-bromosuccinimide). Run in C(Cl)(Cl)(Cl)Cl (CCl4). Yields the product BrCC1=CC=C(C=C1)C1=CC=NO1 (5-(4-bromomethyl-phenyl)-isoxazole). Reaction SMILES: C(OOC(=O)C1C=CC=CC=1)(=O)C1C=CC=CC=1.[CH3:19][C:20]1[CH:25]=[CH:24][C:23]([C:26]2[O:30][N:29]=[CH:28][CH:27]=2)=[CH:22][CH:21]=1.[Br:31]N1C(=O)CCC1=O>C(Cl)(Cl)(Cl)Cl>[Br:31][CH2:19][C:20]1[CH:25]=[CH:24][C:23]([C:26]2[O:30][N:29]=[CH:28][CH:27]=2)=[CH:22][CH:21]=1. Procedure: Bisbenzoyl peroxide (560 mg, 0.232 mmol) is added to a solution of 2.17 g (13.65 mmol) of 5-(4-methyl-phenyl)-isoxazole (Lin, Y. -i.; Lang, Jr., S. A. J. Org. Chem. 1980, 45, 4857) and N-bromosuccinimide (2.43 g, 13.65 mmol) in 64 mL of CCl4, and the reaction mixture is heated at reflux overnight. The reaction mixture is then concentrated in vacuo, and the product is purified by chromatography on silica gel (20% EtOAC/hexane, Rf=0.6) to yield 5-(4-bromomethyl-phenyl)-isoxazole. 1H NMR (250 MHz.,...